From a dataset of the Open Reaction Database (ORD), a public repository of structured organic reaction records. describe an organic reaction: reactants, conditions, products, and yield Reactants: FC(C1=CC2=C(C(=NCC=3N2C(=NN3)CCl)C3=CC=CC=C3)C=C1)(F)F (9-(trifluoromethyl)-1-(chloromethyl)-6-phenyl-4H-s-triazolo[4,3-a]-[1,4]benzodiazepine), [I-].[K+] (potassium iodide), CC=CCN (methylallylamine). Solvent: O1CCCC1 (tetrahydrofuran). The product is FC(C1=CC2=C(C(=NCC=3N2C(=NN3)CNCCC=C)C3=CC=CC=C3)C=C1)(F)F (9-(trifluoromethyl)-1-[(allylmethylamino)methyl]-6-phenyl-4H-s-triazolo[4,3-a][1,4]benzodiazepine). RXN SMILES: [F:1][C:2]([F:26])([F:25])[C:3]1[CH:24]=[CH:23][C:6]2[C:7]([C:17]3[CH:22]=[CH:21][CH:20]=[CH:19][CH:18]=3)=[N:8][CH2:9][C:10]3[N:11]([C:12]([CH2:15]Cl)=[N:13][N:14]=3)[C:5]=2[CH:4]=1.[I-].[K+].[CH3:29][CH:30]=[CH:31][CH2:32][NH2:33]>O1CCCC1>[F:1][C:2]([F:26])([F:25])[C:3]1[CH:24]=[CH:23][C:6]2[C:7]([C:17]3[CH:22]=[CH:21][CH:20]=[CH:19][CH:18]=3)=[N:8][CH2:9][C:10]3[N:11]([C:12]([CH2:15][NH:33][CH2:32][CH2:31][CH:30]=[CH2:29])=[N:13][N:14]=3)[C:5]=2[CH:4]=1 |f:1.2|. Procedure details: In the manner given in Preparation 39, 9-(trifluoromethyl)-1-(chloromethyl)-6-phenyl-4H-s-triazolo[4,3-a]-[1,4]benzodiazepine, potassium iodide and methylallylamine in tetrahydrofuran are reacted to give 9-(trifluoromethyl)-1-[(allylmethylamino)methyl]-6-phenyl-4H-s-triazolo[4,3-a][1,4]benzodiazepine. Preparation 48 8-Chloro-1-(pyrrolidinomethyl)-6-phenyl-4H-s-triazolo[4,3-a][1,4]benzodiazepine Starting materials: C([O-])([O-])=O.[K+].[K+] (potassium carbonate), P(=S)(OCC)(OCC)Cl (O,O-diethyl chlorothiophosphate), C(#N)C=1SC(=CC1O)C (2-cyano-3-hydroxy-5-methyl-thiophene). The solvent is CC(=O)C (acetone). Run at temperature 20 celsius, time 15 hour. Yields the product C(#N)C=1SC(=CC1OP(=S)(OCC)OCC)C (2-cyano-3-(diethoxythiophosphoryloxy)-5-methyl-thiophene). Yield: 76.4%. Reaction SMILES: C(=O)([O-])[O-].[K+].[K+].[P:7](Cl)([O:12][CH2:13][CH3:14])([O:9][CH2:10][CH3:11])=[S:8].[C:16]([C:18]1[S:19][C:20]([CH3:24])=[CH:21][C:22]=1[OH:23])#[N:17]>CC(C)=O>[C:16]([C:18]1[S:19][C:20]([CH3:24])=[CH:21][C:22]=1[O:23][P:7]([O:12][CH2:13][CH3:14])([O:9][CH2:10][CH3:11])=[S:8])#[N:17] |f:0.1.2|. Reported procedure: 7 g of potassium carbonate and 9.5 g of O,O-diethyl chlorothiophosphate were added to a solution of 7 g of 2-cyano-3-hydroxy-5-methyl-thiophene in 100 ml of acetone and the mixture was stirred for 15 hours at 20° C. and was then filtered. The filtrate was evaporated to dryness and the residue was chromatographed over silica gel. Elution with an 8-2 cyclohexane-ethyl acetate mixture yielded 11.2 g of 2-cyano-3-(diethoxythiophosphoryloxy)-5-methyl-thiophene with a refractive index of nD20 =1.534. Reactants: ClC1=CC=C(NC(CC(=O)C)=O)C=C1 (p-chloroacetoacetanilide), C(C1=CC=CC=C1)N (benzylamine), C1(=CC=CC=C1)C (toluene), O (water), C1(=CC=CC=C1)C (toluene). The product is ClC1=CC=C(C=C1)NC(=O)C1=C(OC(=CC1=O)C1=CC=CC=C1)C (N-(4-Chlorophenyl)-2-methyl-4-oxo-6-phenyl-4H-pyran-3-carboxamide). Yield: 77.5%. Reaction SMILES: [Cl:1][C:2]1[CH:14]=[CH:13][C:5]([NH:6][C:7](=[O:12])[CH2:8][C:9]([CH3:11])=[O:10])=[CH:4][CH:3]=1.[CH2:15](N)[C:16]1[CH:21]=[CH:20][CH:19]=[CH:18][CH:17]=1.[OH2:23].[C:24]1([CH3:30])C=CC=CC=1>>[Cl:1][C:2]1[CH:3]=[CH:4][C:5]([NH:6][C:7]([C:8]2[C:24](=[O:23])[CH:30]=[C:15]([C:16]3[CH:21]=[CH:20][CH:19]=[CH:18][CH:17]=3)[O:10][C:9]=2[CH3:11])=[O:12])=[CH:13][CH:14]=1. Procedure: A mixture of 2.12 g (10 m mol) of p-chloroacetoacetanilide, 1.07 g (10 m mol) of benzylamine and 20 ml of toluene was refluxed for 1 hour, while the resulted water together with about 12 ml of toluene were distilled off outside the reaction system. After the remaining solvent in the mixture was removed by a rotary evaporator under vacuo, 4.49 g (22 m mol) of 2,2-dimethyl-6-phenyl-4H-1,3-dioxin-4-one, 4.65 g (40 m mol) of N,N,N',N'-tetramethylethylenediamine and 20 ml of xylene were added to the ... Reactants: C(C)(=O)C=1C(N(C(=CC1C1=C(C=CC=C1)C(C)C)C)CC(=O)OCC)=O (3-acetyl-4-(2-isopropylphenyl)-6-methyl-1-ethoxycarbonylmethyl-2-pyridinone), [OH-].[Na+] (NaOH), solution. The solvent is C(C)O (ethanol). Run at time 2 hour. The product is C(C)(=O)C=1C(N(C(=CC1C1=C(C=CC=C1)C(C)C)C)CC(=O)O)=O (3-Acetyl-4-(2-isopropylphenyl)-6-methyl-1-carboxymethyl-2-pyridinone). Reaction SMILES: [C:1]([C:4]1[C:5](=[O:26])[N:6]([CH2:20][C:21]([O:23]CC)=[O:22])[C:7]([CH3:19])=[CH:8][C:9]=1[C:10]1[CH:15]=[CH:14][CH:13]=[CH:12][C:11]=1[CH:16]([CH3:18])[CH3:17])(=[O:3])[CH3:2].[OH-].[Na+]>C(O)C>[C:1]([C:4]1[C:5](=[O:26])[N:6]([CH2:20][C:21]([OH:23])=[O:22])[C:7]([CH3:19])=[CH:8][C:9]=1[C:10]1[CH:15]=[CH:14][CH:13]=[CH:12][C:11]=1[CH:16]([CH3:18])[CH3:17])(=[O:3])[CH3:2] |f:1.2|. Procedure details: To a stirred solution of 3-acetyl-4-(2-isopropylphenyl)-6-methyl-1-ethoxycarbonylmethyl-2-pyridinone from step 3 of Example XX (0.20 g, 0.56 mmol) in ethanol (4 mL) was added aqueous NaOH (0.62 mL of a 1.0 N solution, 0.62 mmol). The resulting solution was stirred at ambient temperature for 2 h and the solvent was removed in vacuo. The residue was partitioned between EtOAc and 1.0 N aqueous HCl. The organic phase was separated and the aqueous phase was extracted with EtOAc. The combined organic ... Reactants: B(Br)(Br)Br (BBr3), Cl (HCl), C(C)C=1C(CC2(C1C1=CC=C(C=C1CC2)OC)CC)=O (1,3a-diethyl-7-methoxy-3,3a,4,5-tetrahydro-2H-cyclopenta[α]naphthalen-2-one). Run in C(Cl)Cl (CH2Cl2), C(C)OCC (diethyl ether), C(Cl)Cl (CH2Cl2). Yields the product C(C)C=1C(CC2(C1C1=CC=C(C=C1CC2)O)CC)=O (1,3a-diethyl-7-hydroxy-3,3a,4,5-tetrahydro-2H-cyclopenta[a]naphthalen-2-one). RXN SMILES: [CH2:1]([C:3]1[C:4](=[O:20])[CH2:5][C:6]2([CH2:18][CH3:19])[CH2:15][CH2:14][C:13]3[C:8](=[CH:9][CH:10]=[C:11]([O:16]C)[CH:12]=3)[C:7]=12)[CH3:2].B(Br)(Br)Br.Cl>C(Cl)Cl.C(OCC)C>[CH2:1]([C:3]1[C:4](=[O:20])[CH2:5][C:6]2([CH2:18][CH3:19])[CH2:15][CH2:14][C:13]3[C:8](=[CH:9][CH:10]=[C:11]([OH:16])[CH:12]=3)[C:7]=12)[CH3:2]. Procedure details: A solution of 1,3a-diethyl-7-methoxy-3,3a,4,5-tetrahydro-2H-cyclopenta[α]naphthalen-2-one (10 mg, 0.036 mmol) in anhydrous CH2Cl2 (0.36 mL) was cooled in an ice bath, stirred under a N2 atmosphere, and treated with 1M BBr3 in CH2Cl2 (0.11 mL, 0.11 mmol). The resulting yellow suspension was stirred at 0-5° C. for 170 minutes and then treated with 1N HCl in diethyl ether (0.20 mL). The resulting mixture was purified by preparative layer chromatography on a 0.1×20×20 cm silica gel GF plate (Analtec... Reactants: [Si](C)(C)(C(C)(C)C)O[C@H]1C[C@H]([C@H](C1)C1=NN=C2N1C1=C(N=C2)N(C=C1)S(=O)(=O)C1=CC=C(C)C=C1)CC (1-((1S,2R,4S)-4-(tert-butyldimethylsilyloxy)-2-ethylcyclopentyl)-6-tosyl-6H-pyrrolo[2,3-e][1,2,4]triazolo[4,3-a]pyrazine), Cl (HCl), CCOC(=O)C (EtOAc). Solvent: C(C)O (ethanol), C(C)[C@@H]1C[C@@H](C[C@@H]1C1=NN=C2N1C1=C(N=C2)N(C=C1)S(=O)(=O)C1=CC=C(C)C=C1)O ((1S,3R,4S)-3-ethyl-4-(6-tosyl-6H-pyrrolo[2,3-e][1,2,4]triazolo[4,3-a]pyrazin-1-yl)cyclopentanol). Conditions: time 1 hour. The product is C(C)C1CC(CC1C1=NN=C2N1C1=C(N=C2)N(C=C1)S(=O)(=O)C1=CC=C(C)C=C1)O (3-ethyl-4-(6-tosyl-6H-pyrrolo[2,3-e][1,2,4]triazolo[4,3-a]pyrazin-1-yl)cyclopentanol). RXN SMILES: [Si]([O:8][C@@H:9]1[CH2:13][C@H:12]([C:14]2[N:18]3[C:19]4[CH:25]=[CH:24][N:23]([S:26]([C:29]5[CH:35]=[CH:34][C:32]([CH3:33])=[CH:31][CH:30]=5)(=[O:28])=[O:27])[C:20]=4[N:21]=[CH:22][C:17]3=[N:16][N:15]=2)[C@H:11]([CH2:36][CH3:37])[CH2:10]1)(C(C)(C)C)(C)C.Cl.CCOC(C)=O>C(O)C.C([C@H]1[C@@H](C2N3C4C=CN(S(C5C=CC(C)=CC=5)(=O)=O)C=4N=CC3=NN=2)C[C@@H](O)C1)C>[CH2:36]([CH:11]1[CH:12]([C:14]2[N:18]3[C:19]4[CH:25]=[CH:24][N:23]([S:26]([C:29]5[CH:30]=[CH:31][C:32]([CH3:33])=[CH:34][CH:35]=5)(=[O:28])=[O:27])[C:20]=4[N:21]=[CH:22][C:17]3=[N:16][N:15]=2)[CH2:13][CH:9]([OH:8])[CH2:10]1)[CH3:37]. Reported procedure: A scalemic mixture enriched in 1-((1S,2R,4S)-4-(tert-butyldimethylsilyloxy)-2-ethylcyclopentyl)-6-tosyl-6H-pyrrolo[2,3-e][1,2,4]triazolo[4,3-a]pyrazine (9.58 g, 17.8 mmol) was dissolved in ethanol (177 mL). Concd HCl (1.75 mL, 21.3 mmol) was added dropwise. After about 1 h, EtOAc (700 mL) was added. The organic mixture was washed with saturated aqueous NaHCO3 (2×120 mL), brine (120 mL), dried over anhydrous MgSO4, filtered and concd under reduced pressure. The residue was purified using silica g... The reactants are O (water), C(O)([O-])=O.[Na+] (sodium hydrogen carbonate), solution, C(C)OC(=O)N(S(=O)(=O)C1=CC=C(C=C1)Cl)CC(CC=1C=NC=CC1)C1=CC=C(C=C1)OCOC (N-ethoxycarbonyl-N-[2-(4-methoxymethyloxyphenyl)-3-(3-pyridyl)propyl]-4-chlorobenzenesulfonamide), Cl (hydrogen chloride). The solvent is C(Cl)Cl (methylene chloride), O1CCOCC1 (dioxane). Conditions: time 7 hour. The product is C(C)OC(=O)N(S(=O)(=O)C1=CC=C(C=C1)Cl)CC(CC=1C=NC=CC1)C1=CC=C(C=C1)O (N-ethoxycarbonyl-N-[2-(4-hydroxyphenyl)-3-(3-pyridyl)propyl]-4-chlorobenzenesulfonamide). The yield is 94.1%. RXN SMILES: [CH2:1]([O:3][C:4]([N:6]([CH2:17][CH:18]([C:26]1[CH:31]=[CH:30][C:29]([O:32]COC)=[CH:28][CH:27]=1)[CH2:19][C:20]1[CH:21]=[N:22][CH:23]=[CH:24][CH:25]=1)[S:7]([C:10]1[CH:15]=[CH:14][C:13]([Cl:16])=[CH:12][CH:11]=1)(=[O:9])=[O:8])=[O:5])[CH3:2].Cl.O.C(=O)([O-])O.[Na+]>O1CCOCC1.C(Cl)Cl>[CH2:1]([O:3][C:4]([N:6]([CH2:17][CH:18]([C:26]1[CH:31]=[CH:30][C:29]([OH:32])=[CH:28][CH:27]=1)[CH2:19][C:20]1[CH:21]=[N:22][CH:23]=[CH:24][CH:25]=1)[S:7]([C:10]1[CH:11]=[CH:12][C:13]([Cl:16])=[CH:14][CH:15]=1)(=[O:9])=[O:8])=[O:5])[CH3:2] |f:3.4|. Reported procedure: To the solution of 8 ml of the solution of 1.11 g of N-ethoxycarbonyl-N-[2-(4-methoxymethyloxyphenyl)-3-(3-pyridyl)propyl]-4-chlorobenzenesulfonamide in dioxane was added 2 ml of aqueous 6N hydrogen chloride solution, and stirred at room temperature for 7 hours. To the reaction mixture were added water and methylene chloride, followed by further addition of sodium hydrogen carbonate. The organic phase was separated, which was then extracted with ethyl acetate from aqueous phase. The organic phas... The reactants are C1(=CC=C(C=C1)CO)CO (1,4-phenylenedimethanol), C(CCC(=O)C)(=O)O (levulinic acid), C(C)(C)N=C=NC(C)C (Diisopropyl carbodiimide). The reagents and catalysts are CN(C)C=1C=CN=CC1 (DMAP). Run in ClCCl (dichloromethane). Conditions: time 8 hour. Yields the product C=1(C(=CC=CC1)CO)CO (Xylylene Glycol). The yield is 191.0%. RXN SMILES: [C:1]1(CO)[CH:6]=[CH:5][C:4]([CH2:7][OH:8])=[CH:3][CH:2]=1.C(O)(=O)CC[C:14](C)=[O:15].C(N=C=NC(C)C)(C)C>CN(C1C=CN=CC=1)C.ClCCl>[C:3]1([CH2:14][OH:15])[C:4]([CH2:7][OH:8])=[CH:5][CH:6]=[CH:1][CH:2]=1. Procedure details: In a flask with dichloromethane (ca. 25 ml), 1,4-phenylenedimethanol (5 g, 0.036 mol) and levulinic acid (8.36 g, 0.072 mol) were mixed. The flask was then cooled in an ice water bath. Diisopropyl carbodiimide (9.09 g, 0.072 mol) and the catalyst DMAP (ca. 100 mg) were then added slowly to the solution. The mixture was allowed to come to room temperature and was stirred overnight. The mixture was then filtered and washed with 1M HCL brine. It was then dried over MgSO4 and concentrated in vacuo t...